Task: describe an organic reaction: reactants, conditions, products, and yield. Dataset: the Open Reaction Database (ORD), a public repository of structured organic reaction records Reactants: CO, CCOCC, NN, COC(=O)C(C)(C)CN1C(=O)c2ccccc2C1=O. Product: COC(=O)C(C)(C)CN. RXN SMILES: [CH3:22][OH:23].[CH3:24][CH2:25][O:26][CH2:27][CH3:28].[NH2:1][NH2:2].[O:3]=[C:4]1[N:5]([CH2:14][C:15]([C:16](=[O:17])[O:18][CH3:19])([CH3:20])[CH3:21])[C:12](=[O:13])[c:7]2[c:6]1[cH:11][cH:10][cH:9][cH:8]2>>[NH2:5][CH2:14][C:15]([C:16](=[O:17])[O:18][CH3:19])([CH3:20])[CH3:21].